From a dataset of the Open Reaction Database (ORD), a public repository of structured organic reaction records. describe an organic reaction: reactants, conditions, products, and yield Starting materials: 1,1,1-Triacetoxy-1,1-dihydro-1,2-benzoiodoxol-3(1H)-one, C(C1=CC=CC=C1)OC(=O)N1CCC(CC1)CO (1-(benzyloxycarbonyl)-4-(hydroxymethyl)piperidine), CCOCC (ether), [OH-].[Na+] (NaOH), CCOCC (Ether), [OH-].[Na+] (NaOH). Solvent: C(Cl)Cl (methylene chloride). Reaction conditions: time 45 minute. Yields the product C(C1=CC=CC=C1)OC(=O)N1CCC(CC1)C=O (1-(benzyloxycarbonyl)-4-piperidine carboxaldehyde). Isolated yield 85.3%. As a reaction SMILES: [CH2:1]([O:8][C:9]([N:11]1[CH2:16][CH2:15][CH:14]([CH2:17][OH:18])[CH2:13][CH2:12]1)=[O:10])[C:2]1[CH:7]=[CH:6][CH:5]=[CH:4][CH:3]=1.CCOCC.[OH-].[Na+]>C(Cl)Cl>[CH2:1]([O:8][C:9]([N:11]1[CH2:16][CH2:15][CH:14]([CH:17]=[O:18])[CH2:13][CH2:12]1)=[O:10])[C:2]1[CH:7]=[CH:6][CH:5]=[CH:4][CH:3]=1 |f:2.3|. Reported procedure: 1,1,1-Triacetoxy-1,1-dihydro-1,2-benzoiodoxol-3(1H)-one (1.92 g, 4.53 mmol) was added to a solution of 1-(benzyloxycarbonyl)-4-(hydroxymethyl)piperidine (1.00 g, 4.01 mmol) in methylene chloride (20 mL) and the mixture was stirred at rt for 45 min. Ether (75 mL) and 1.3 N aq. NaOH (25 mL) were added and stirring was continued for 15 min. The mixture was transferred to a separatory funnel with additional ether (30 mL) and 1.3 N aq. NaOH (20 mL). The organic layer was separated, washed with satura... Starting materials: NCC=1C=NC=CC1C1=NC=2N([C@@H](C(N(C2C=N1)C)=O)CC)C(C)C ((R)-2-(3-(aminomethyl)pyridin-4-yl)-7-ethyl-8-isopropyl-5-methyl-7,8-dihydropteridin-6(5H)-one), C(=O)(C(F)(F)F)O (TFA). Solvent: C(C)(=O)O (acetic acid). The product is C(C)[C@@H]1C(N(C=2C=NC(=NC2N1C(C)C)C1=C(C=NC=C1)CNC(C)=O)C)=O ((R)—N-((4-(7-ethyl-8-isopropyl-5-methyl-6-oxo-5,6,7,8-tetrahydropteridin-2-yl)pyridin-3-yl)methyl)acetamide). RXN SMILES: [NH2:1][CH2:2][C:3]1[CH:4]=[N:5][CH:6]=[CH:7][C:8]=1[C:9]1[N:18]=[CH:17][C:16]2[N:15]([CH3:19])[C:14](=[O:20])[C@@H:13]([CH2:21][CH3:22])[N:12]([CH:23]([CH3:25])[CH3:24])[C:11]=2[N:10]=1.[C:26](O)([C:28](F)(F)F)=[O:27]>C(O)(=O)C>[CH2:21]([C@H:13]1[N:12]([CH:23]([CH3:24])[CH3:25])[C:11]2[N:10]=[C:9]([C:8]3[CH:7]=[CH:6][N:5]=[CH:4][C:3]=3[CH2:2][NH:1][C:26](=[O:27])[CH3:28])[N:18]=[CH:17][C:16]=2[N:15]([CH3:19])[C:14]1=[O:20])[CH3:22]. Reported procedure: The title compound was prepared similarly to the methods described in Example 102, with (R)-2-(3-(aminomethyl)pyridin-4-yl)-7-ethyl-8-isopropyl-5-methyl-7,8-dihydropteridin-6(5H)-one (Example 126) instead of (R)-2-(3-aminopyridin-4-yl)-8-cyclopentyl-7-ethyl-5-methyl-7,8-dihydropteridin-6(5H)-one (Example 91), and with acetic acid instead of benzoic acid. LCMS (0.05% TFA): 383.2 m/z (M+H)+; 1H-NMR (MeOD, 500 MHz): δ: 8.51 (s, 1H), 8.46 (d, 1H, J=5.0 Hz), 8.04 (s, 1H), 7.84 (d, 1H, J=5.0 Hz), 4.70... Starting materials: tetrabutyl ammonium ruthenate, one, OCCC(C)C1=CC=C(C=C1)C=1C(=CC=CC1)C(=O)OC(C)(C)C (tert-butyl 4′-(3-hydroxy-1-methylpropyl)-biphenyl-2-carboxylate), C[N+]1(CCOCC1)[O-] (N-methylmorpholine N-oxide). Run in C(Cl)Cl (methylene chloride). Run at time 30 minute. The product is CC(CC=O)C1=CC=C(C=C1)C=1C(=CC=CC1)C(=O)OC(C)(C)C (tert-butyl 4′-(1-methyl-3-oxopropyl)biphenyl-2-carboxylate). RXN SMILES: [OH:1][CH2:2][CH2:3][CH:4]([C:6]1[CH:11]=[CH:10][C:9]([C:12]2[C:13]([C:18]([O:20][C:21]([CH3:24])([CH3:23])[CH3:22])=[O:19])=[CH:14][CH:15]=[CH:16][CH:17]=2)=[CH:8][CH:7]=1)[CH3:5].C[N+]1([O-])CCOCC1>C(Cl)Cl>[CH3:5][CH:4]([C:6]1[CH:11]=[CH:10][C:9]([C:12]2[C:13]([C:18]([O:20][C:21]([CH3:22])([CH3:24])[CH3:23])=[O:19])=[CH:14][CH:15]=[CH:16][CH:17]=2)=[CH:8][CH:7]=1)[CH2:3][CH:2]=[O:1]. Procedure details: To a 25 mL one neck round bottom flask was added tert-butyl 4′-(3-hydroxy-1-methylpropyl)-biphenyl-2-carboxylate (197 mg, 0.604 mmol), N-methylmorpholine N-oxide (106 mg, 0.906 mmol), molecular sieves (300 mg) and methylene chloride (6 mL). The mixture was stirred while tetrabutyl ammonium ruthenate (21 mg, 0.0604 mmol) was added. The resulting reaction mixture was stirred at room temperature for 30 minutes, filtered through a stem of silica gel (5 g) and washed with mixture of ethyl acetate:hex... The reactants are ClC=1N=C(C2=C(N1)CN(C2)C)N2[C@H](COCC2)C ((S)-4-(2-chloro-6-methyl-6,7-dihydro-5H-pyrrolo[3,4-d]pyrimidin-4-yl)-3-methylmorpholine), ClC=1N=C(C2=C(N1)CN(C2)C)N2[C@H](COCC2)C ((S)-4-(2-chloro-6-methyl-6,7-dihydro-5H-pyrrolo[3,4-d]pyrimidin-4-yl)-3-methylmorpholine), CC1(OB(OC1(C)C)C1=CC=C(C=C1)NC(=O)N)C (1-(4-(4,4,5,5-tetramethyl-1,3,2-dioxaborolan-2-yl)phenyl)urea). Yields the product CN1CC=2N=C(N=C(C2C1)N1[C@H](COCC1)C)C1=CC=C(C=C1)NC(=O)N ((S)-1-(4-(6-methyl-4-(3-methylmorpholino)-6,7-dihydro-5H-pyrrolo[3,4-d]pyrimidin-2-yl)phenyl)urea). As a reaction SMILES: Cl[C:2]1[N:3]=[C:4]([N:12]2[CH2:17][CH2:16][O:15][CH2:14][C@@H:13]2[CH3:18])[C:5]2[CH2:10][N:9]([CH3:11])[CH2:8][C:6]=2[N:7]=1.CC1(C)C(C)(C)OB([C:27]2[CH:32]=[CH:31][C:30]([NH:33][C:34]([NH2:36])=[O:35])=[CH:29][CH:28]=2)O1>>[CH3:11][N:9]1[CH2:10][C:5]2[C:4]([N:12]3[CH2:17][CH2:16][O:15][CH2:14][C@@H:13]3[CH3:18])=[N:3][C:2]([C:27]3[CH:32]=[CH:31][C:30]([NH:33][C:34]([NH2:36])=[O:35])=[CH:29][CH:28]=3)=[N:7][C:6]=2[CH2:8]1. Reported procedure: Method as intermediate 5 using (S)-4-(2-chloro-6-methyl-6,7-dihydro-5H-pyrrolo[3,4-d]pyrimidin-4-yl)-3-methylmorpholine (intermediate 12) and 1-(4-(4,4,5,5-tetramethyl-1,3,2-dioxaborolan-2-yl)phenyl)urea as starting materials. Reactants: OC=1C=C(C#N)C=CC1 (3-hydroxybenzonitrile), BrC(C(=O)OCC)CCC (ethyl 2-bromovalerate), C([O-])([O-])=O.[Cs+].[Cs+] (caesium carbonate). The solvent is C(C)#N (acetonitrile). Conditions: time 18 hour. The product is C(#N)C=1C=C(OC(C(=O)OCC)CCC)C=CC1 (Ethyl 2-(3-cyanophenoxy)pentanoate). RXN SMILES: [OH:1][C:2]1[CH:3]=[C:4]([CH:7]=[CH:8][CH:9]=1)[C:5]#[N:6].Br[CH:11]([CH2:17][CH2:18][CH3:19])[C:12]([O:14][CH2:15][CH3:16])=[O:13].C(=O)([O-])[O-].[Cs+].[Cs+]>C(#N)C>[C:5]([C:4]1[CH:3]=[C:2]([CH:9]=[CH:8][CH:7]=1)[O:1][CH:11]([CH2:17][CH2:18][CH3:19])[C:12]([O:14][CH2:15][CH3:16])=[O:13])#[N:6] |f:2.3.4|. Reported procedure: A solution of 5.0 g (42 mmol) of 3-hydroxybenzonitrile and 8.78 g (42.0 mmol) of ethyl 2-bromovalerate in 80 ml of acetonitrile is treated with 13.7 g (42.0 mmol) of caesium carbonate and stirred at room temperature for 18 hours. The reaction mixture is filtered off and the filtrate evaporated. A colourless oil is obtained; FAB 248 Starting materials: FC1=CC(=C(C#N)C=C1)C(F)(F)F (4-fluoro-2-(trifluoromethyl)benzonitrile), M-neopentylamine, C(C(C)(C)C)N (neopentylamine), [M−H]—CH3. Yields the product CC(CNC1=CC(=C(C#N)C=C1)C(F)(F)F)(C)C (4-[(2,2-Dimethylpropyl)amino]-2-(trifluoromethyl)benzonitrile). As a reaction SMILES: F[C:2]1[CH:9]=[CH:8][C:5]([C:6]#[N:7])=[C:4]([C:10]([F:13])([F:12])[F:11])[CH:3]=1.[CH2:14]([NH2:19])[C:15]([CH3:18])([CH3:17])[CH3:16]>>[CH3:16][C:15]([CH3:18])([CH3:17])[CH2:14][NH:19][C:2]1[CH:9]=[CH:8][C:5]([C:6]#[N:7])=[C:4]([C:10]([F:13])([F:12])[F:11])[CH:3]=1. Procedure: Synthesized as described in Example 1A from 4-fluoro-2-(trifluoromethyl)benzonitrile and neopentylamine: MS (El) m/z 256 (M+, 9%), 239 ({[M−H]—CH3}+, 32%), 199 ([M-tbutyl]+, 78%), 179 ([M-neopentylamine]+, 100). Starting materials: ClC(C(=O)OC)=O (Methyl 2-chloro-2-oxoacetate), CN1C(C2=CC(=CC=C2C2=C1C=1C=CC=CC1C2=O)NC(C(=O)OC)=O)=O (Methyl 2-[(6-Methyl-5,11-dioxo-6,11-dihydro-5H-indeno[1,2-c]isoquinolin-3-yl)amino]-2-oxoacetate), [OH-].[Na+] (sodium hydroxide), NC1=CC=C2C3=C(N(C(C2=C1)=O)C)C=1C=CC=CC1C3=O (3-Amino-6-methyl-5H-indeno[1,2-c]isoquinoline-5,11(6H)-dione). Run in C(C)N(CC)CC (triethylamine), C(C)O (ethanol), O (water), O1CCCC1 (tetrahydrofuran), O (water). Conditions: temperature 0 celsius, time 2 hour. The product is CN1C(C2=CC(=CC=C2C2=C1C=1C=CC=CC1C2=O)NC(O)=O)=O ((6-Methyl-5,11-dioxo-6,11-dihydro-5H-indeno[1,2-c]isoquinolin-3-yl)-carbamic Acid). Reaction SMILES: [NH2:1][C:2]1[CH:11]=[C:10]2[C:5]([C:6]3[C:20](=[O:21])[C:19]4[CH:18]=[CH:17][CH:16]=[CH:15][C:14]=4[C:7]=3[N:8]([CH3:13])[C:9]2=[O:12])=[CH:4][CH:3]=1.ClC(=O)[C:24]([O:26]C)=[O:25].CN1C2C3C=CC=CC=3C(=O)C=2C2C(=CC(NC(=O)C(OC)=O)=CC=2)C1=O.[OH-].[Na+]>O1CCCC1.O.C(O)C.C(N(CC)CC)C>[CH3:13][N:8]1[C:7]2[C:14]3[CH:15]=[CH:16][CH:17]=[CH:18][C:19]=3[C:20](=[O:21])[C:6]=2[C:5]2[C:10](=[CH:11][C:2]([NH:1][C:24](=[O:25])[OH:26])=[CH:3][CH:4]=2)[C:9]1=[O:12] |f:3.4|. Reported procedure: 3-Amino-6-methyl-5H-indeno[1,2-c]isoquinoline-5,11(6H)-dione (3, 201 mg, 0.72 mmol) was dissolved in tetrahydrofuran (30 mL) and cooled to 0° C. Methyl oxalyl chloride (4, 0.1 mL, 1.16 mmol) and triethylamine (0.2 mL) were added dropwise and the reaction mixture was stirred for 2 h at 0° C. The reaction mixture was diluted with water (100 mL) and extracted with chloroform (4×50 mL). The solvent was removed under vacuum and the compound passed through a short silica gel column chromatography, elu... The reactants are [C-]#N.[Na+] (sodium cyanide), ClC=1C=C(C=CC1Cl)C1(CCC1)C=O (1-(3,4-dichlorophenyl)cyclobutanecarbaldehyde), S(=O)(=O)([O-])S(=O)[O-].[Na+].[Na+] (sodium metabisulphite), ClC1=CC=C(C=C1)C1(CCC1)C=O (1-(4-chlorophenyl)-cyclobutanecarbaldehyde). Run in O (water), O (water), CO (methanol). Run at temperature 20 celsius, time 16 hour. Product: ClC=1C=C(C=CC1Cl)C1(CCC1)C(C#N)O (2-[1-(3,4-dichlorophenyl)cyclobutyl]-2-hydroxyacetonitrile). Reaction SMILES: [C-:1]#[N:2].[Na+].[Cl:4][C:5]1[CH:6]=[C:7]([C:12]2([CH:16]=[O:17])[CH2:15][CH2:14][CH2:13]2)[CH:8]=[CH:9][C:10]=1[Cl:11].ClC1C=CC(C2(C=O)CCC2)=CC=1.S(S([O-])=O)([O-])(=O)=O.[Na+].[Na+]>O.CO>[Cl:4][C:5]1[CH:6]=[C:7]([C:12]2([CH:16]([OH:17])[C:1]#[N:2])[CH2:15][CH2:14][CH2:13]2)[CH:8]=[CH:9][C:10]=1[Cl:11] |f:0.1,4.5.6|. Procedure details: A solution of sodium cyanide (19.5 g) in water (50 ml) was added dropwise over a period of 30 minutes to a solution of 1-(3,4-dichlorophenyl)cyclobutanecarbaldehyde [(62.16 g) prepared in a similar manner to that described in Example A for 1-(4-chlorophenyl)-cyclobutanecarbaldehyde] in methanol (70 ml) whilst the temperature was maintained at 20° C. by cooling. A saturated aqueous solution of sodium metabisulphite (81 ml) was added over a period of 20 minutes at 20° C. and the mixture was stirre... Starting materials: OCCOC1=CC=C(NC(=O)C2CCOCC2)C=C1 (4′-(2-Hydroxyethoxy)-3,4,5,6-tetrahydro-2H-pyran-4-carboxanilide), C1(=CC=C(C=C1)S(=O)(=O)Cl)C (p-toluenesulfonylchloride). Solvent: N1=CC=CC=C1 (pyridine). Run at time 6 hour. Product: C1(=CC=C(C=C1)S(=O)(=O)OCCOC1=CC=C(NC(=O)C2CCOCC2)C=C1)C (4′-[2-(p-toluenesulfonyloxy)ethoxy]-3,4,5,6-tetrahydro-2H-pyran-4-carboxanilide). The yield is 57.4%. RXN SMILES: [OH:1][CH2:2][CH2:3][O:4][C:5]1[CH:19]=[CH:18][C:8]([NH:9][C:10]([CH:12]2[CH2:17][CH2:16][O:15][CH2:14][CH2:13]2)=[O:11])=[CH:7][CH:6]=1.[C:20]1([CH3:30])[CH:25]=[CH:24][C:23]([S:26](Cl)(=[O:28])=[O:27])=[CH:22][CH:21]=1>N1C=CC=CC=1>[C:20]1([CH3:30])[CH:25]=[CH:24][C:23]([S:26]([O:1][CH2:2][CH2:3][O:4][C:5]2[CH:6]=[CH:7][C:8]([NH:9][C:10]([CH:12]3[CH2:13][CH2:14][O:15][CH2:16][CH2:17]3)=[O:11])=[CH:18][CH:19]=2)(=[O:28])=[O:27])=[CH:22][CH:21]=1. Reported procedure: 4′-(2-Hydroxyethoxy)-3,4,5,6-tetrahydro-2H-pyran-4-carboxanilide (5.7 g) solution in pyridine (50 ml) was added with p-toluenesulfonylchloride (4.92 g). The mixture was stirred for 6 hours at room temperature and allowed to stand for one night. The reaction mixture was concentrated under vacuum and dissolved into chloroform (50 ml). This solution was washed water (50 ml) two times. After concentrated under vacuum, the organic layer was added with methanol (50 ml) and mixed. Crystals formed were ... Reactants: OC=1C=CC(=C(C1)CC#N)OCC1=CC=C(C=C1)OCC=1N=C(OC1C)C1=CC=CC=C1 (2-[5-hydroxy-2-[4-[(5-methyl-2-phenyl-4-oxazolyl)methoxy]benzyloxy]phenyl]acetonitrile), C(C1=CC=CC=C1)Br (benzyl bromide), C([O-])([O-])=O.[K+].[K+] (potassium carbonate), CN(C=O)C (N,N-dimethylformamide). The solvent is O (water). Run at temperature 90 celsius, time 3 hour. Product: C(C1=CC=CC=C1)OC=1C=CC(=C(C1)CC#N)OCC1=CC=C(C=C1)OCC=1N=C(OC1C)C1=CC=CC=C1 (2-[5-benzyloxy-2-[4-[(5-methyl-2-phenyl-4-oxazolyl)methoxy]benzyloxy]phenyl]acetonitrile). Isolated yield 55.7%. RXN SMILES: [OH:1][C:2]1[CH:3]=[CH:4][C:5]([O:11][CH2:12][C:13]2[CH:18]=[CH:17][C:16]([O:19][CH2:20][C:21]3[N:22]=[C:23]([C:27]4[CH:32]=[CH:31][CH:30]=[CH:29][CH:28]=4)[O:24][C:25]=3[CH3:26])=[CH:15][CH:14]=2)=[C:6]([CH2:8][C:9]#[N:10])[CH:7]=1.[CH2:33](Br)[C:34]1[CH:39]=[CH:38][CH:37]=[CH:36][CH:35]=1.C(=O)([O-])[O-].[K+].[K+].CN(C)C=O>O>[CH2:33]([O:1][C:2]1[CH:3]=[CH:4][C:5]([O:11][CH2:12][C:13]2[CH:14]=[CH:15][C:16]([O:19][CH2:20][C:21]3[N:22]=[C:23]([C:27]4[CH:28]=[CH:29][CH:30]=[CH:31][CH:32]=4)[O:24][C:25]=3[CH3:26])=[CH:17][CH:18]=2)=[C:6]([CH2:8][C:9]#[N:10])[CH:7]=1)[C:34]1[CH:39]=[CH:38][CH:37]=[CH:36][CH:35]=1 |f:2.3.4|. Reported procedure: A mixture of 2-[5-hydroxy-2-[4-[(5-methyl-2-phenyl-4-oxazolyl)methoxy]benzyloxy]phenyl]acetonitrile (0.40 g), benzyl bromide (0.48 g), anhydrous potassium carbonate (0.14 g) and N,N-dimethylformamide (5 mL) was stirred at 90° C. for 3 hrs. The reaction mixture was poured into water and extracted with ethyl acetate. The organic layer was washed successively with water and saturated brine, dried over anhydrous magnesium sulfate, and concentrated. The obtained residue was subjected to silica gel co...